Dataset: the Open Reaction Database (ORD), a public repository of structured organic reaction records. Task: describe an organic reaction: reactants, conditions, products, and yield Reactants: C(C)(=O)OC1=C(C=CC(=C1)C1=C2C=CC=CC2=CC2=C1C1=C(S2)C=CC=C1)OC(C)=O (Acetic acid 2-Acetoxy-4-(benzo[b]naphtho[2,3-d]thiophen-11-yl)-phenyl ester), BrBr (bromine). Product: C(C)(=O)OC1=C(C=CC(=C1)C1=C2C=CC=CC2=C(C2=C1C1=C(S2)C=CC=C1)Br)OC(C)=O (Acetic acid 2-Acetoxy-4-(6-bromo-benzo[b]naphtho[2,3-d]thiophen-11-yl)-phenyl ester). As a reaction SMILES: [C:1]([O:4][C:5]1[CH:10]=[C:9]([C:11]2[C:20]3[C:21]4[CH:27]=[CH:26][CH:25]=[CH:24][C:22]=4[S:23][C:19]=3[CH:18]=[C:17]3[C:12]=2[CH:13]=[CH:14][CH:15]=[CH:16]3)[CH:8]=[CH:7][C:6]=1[O:28][C:29](=[O:31])[CH3:30])(=[O:3])[CH3:2].[Br:32]Br>>[C:1]([O:4][C:5]1[CH:10]=[C:9]([C:11]2[C:20]3[C:21]4[CH:27]=[CH:26][CH:25]=[CH:24][C:22]=4[S:23][C:19]=3[C:18]([Br:32])=[C:17]3[C:12]=2[CH:13]=[CH:14][CH:15]=[CH:16]3)[CH:8]=[CH:7][C:6]=1[O:28][C:29](=[O:31])[CH3:30])(=[O:3])[CH3:2]. Reported procedure: Prepared from acetic acid 2-acetoxy-4-(benzo[b]naphtho[2,3-d]thiophen-11-yl)-phenyl ester (Example 36) according to the procedure of Example 37. White solid: mp 178-179° C.: MS (EI): [M+], 1 bromine isotope pattern, 504, 506; Anal. Calc. for C26H17BrO4S: C, 61.79, H, 3.39, N, 0.00. Found: C, 61.37, H, 3.32, N, 0.11. Starting materials: C(CC)OC1=C(C=C(C=C1)C1=NC(=NO1)C=1C=CC2=C(C=C(O2)C2(COC(OC2)(C)C)NC(OC(C)(C)C)=O)C1)OC (tert-Butyl 5-(5-(5-(4-propoxy-3-methoxyphenyl)-1,2,4-oxadiazol-3-yl)benzofuran-2-yl)-2,2-dimethyl-1,3-dioxan-5-ylcarbamate), ClC=1C=C(C=CC1OCCC)C1=NC(=NO1)C=1C=CC2=C(C=C(O2)C2(COC(OC2)(C)C)NC(OC(C)(C)C)=O)C1 (tert-butyl 5-(5-(5-(3-chloro-4-propoxyphenyl)-1,2,4-oxadiazol-3-yl)benzofuran-2-yl)-2,2-dimethyl-1,3-dioxan-5-ylcarbamate). Yields the product NC(CO)(CO)C=1OC2=C(C1)C=C(C=C2)C2=NOC(=N2)C2=CC(=C(C=C2)OCCC)OC (2-Amino-2-(5-(5-(4-Propoxy-3-methoxyphenyl)-1,2,4-oxadiazol-3-yl)benzofuran-2-yl)propane-1,3-diol). The yield is 57.0%. As a reaction SMILES: [CH2:1]([O:4][C:5]1[CH:10]=[CH:9][C:8]([C:11]2[O:15][N:14]=[C:13]([C:16]3[CH:17]=[CH:18][C:19]4[O:23][C:22]([C:24]5([NH:32]C(=O)OC(C)(C)C)[CH2:29][O:28]C(C)(C)[O:26][CH2:25]5)=[CH:21][C:20]=4[CH:40]=3)[N:12]=2)=[CH:7][C:6]=1[O:41][CH3:42])[CH2:2][CH3:3].ClC1C=C(C2ON=C(C3C=CC4OC(C5(NC(=O)OC(C)(C)C)COC(C)(C)OC5)=CC=4C=3)N=2)C=CC=1OCCC>>[NH2:32][C:24]([C:22]1[O:23][C:19]2[CH:18]=[CH:17][C:16]([C:13]3[N:12]=[C:11]([C:8]4[CH:9]=[CH:10][C:5]([O:4][CH2:1][CH2:2][CH3:3])=[C:6]([O:41][CH3:42])[CH:7]=4)[O:15][N:14]=3)=[CH:40][C:20]=2[CH:21]=1)([CH2:25][OH:26])[CH2:29][OH:28]. Procedure details: When the product of Step C was substituted for tert-butyl 5-(5-(5-(3-chloro-4-propoxyphenyl)-1,2,4-oxadiazol-3-yl)benzofuran-2-yl)-2,2-dimethyl-1,3-dioxan-5-ylcarbamate in Example 36, Step E, the similar procedure afforded the title compound in 57% yield, as colourless solid. 1H-NMR (DMSO-d6) 8.28 (s, 1H); 7.92 (d, 1H, J=2.82 Hz); 7.61 (m, 3H); 7.16 (d, 1H, J=8.53 Hz); 6.88 (s, 1H); 4.78 (b, 2H); 4.01 (t, 2H, J=6.03 Hz); 3.99 (s, 3H); 3.77-3.57 (m, 4H); 1.78-1.71 (m, 2H); 0.96 (t, 3H, J=7.29 Hz)... Starting materials: Cl (hydrochloric acid), C(C)[C@]12[C@H](CC[C@H]2[C@H]2[C@H](CC1)[C@H]1CCC(C=C1CC2)=O)O (13β-ethyl-17β-hydroxy-gon-4-en-3-one), C(C1=CC=CC=C1)(=O)Cl (benzoyl chloride). The solvent is C1=CC=CC=C1 (benzene), N1=CC=CC=C1 (pyridine), C1=CC=CC=C1 (benzene). Product: C(C)[C@]12[C@H](CC[C@H]2[C@H]2[C@H](CC1)[C@H]1CCC(C=C1CC2)=O)OC(C2=CC=CC=C2)=O (13β-Ethyl-17β-benzoyloxy-gon-4-en-3-one). As a reaction SMILES: [CH2:1]([C@:3]12[CH2:11][CH2:10][C@@H:9]3[C@@H:12]4[C:17]([CH2:18][CH2:19][C@H:8]3[C@@H:7]1[CH2:6][CH2:5][C@@H:4]2[OH:21])=[CH:16][C:15](=[O:20])[CH2:14][CH2:13]4)[CH3:2].[C:22](Cl)(=[O:29])[C:23]1[CH:28]=[CH:27][CH:26]=[CH:25][CH:24]=1.Cl>N1C=CC=CC=1.C1C=CC=CC=1>[CH2:1]([C@:3]12[CH2:11][CH2:10][C@@H:9]3[C@@H:12]4[C:17]([CH2:18][CH2:19][C@H:8]3[C@@H:7]1[CH2:6][CH2:5][C@@H:4]2[O:21][C:22](=[O:29])[C:23]1[CH:28]=[CH:27][CH:26]=[CH:25][CH:24]=1)=[CH:16][C:15](=[O:20])[CH2:14][CH2:13]4)[CH3:2]. Procedure details: Treat 13β-ethyl-17β-hydroxy-gon-4-en-3-one (2 g.) in pyridine (20 cc.) with benzoyl chloride (3 cc.) in benzene (10 cc.) at -10°. Keep the mixture at that temperature for 18 hours and then pour into 2N hydrochloric acid (200 cc.). Extract the product with ether and wash, dry and evaporate the extracts. Triturate the residue with a mixture of ether and hexane. Filter the crystalline material obtained and dissolved in benzene and purify by chromatography on neutral alumina. Recrystallize from a mi... Starting materials: C=O (formalin), ClC=1C=C(C(=C(C(=O)NCC=2C(NC(=CC2C)C)=O)C1)C)N(C1CCNCC1)C (5-Chloro-N-((4,6-dimethyl-2-oxo-1,2-dihydropyridin-3-yl)methyl)-2-methyl-3-(methyl(piperidin-4-yl)amino)benzamide), C(#N)[BH3-].[Na+] (Sodium cyanoborohydride). Run in CO (methanol). Conditions: temperature 0 celsius, time 30 minute. Product: ClC=1C=C(C(=C(C(=O)NCC=2C(NC(=CC2C)C)=O)C1)C)N(C1CCN(CC1)C)C (5-chloro-N-((4,6-dimethyl-2-oxo-1,2-dihydropyridin-3-yl)methyl)-2-methyl-3-(methyl(1-methylpiperidin-4-yl)amino)benzamide). Isolated yield 24.2%. Reaction SMILES: [Cl:1][C:2]1[CH:3]=[C:4]([N:22]([CH3:29])[CH:23]2[CH2:28][CH2:27][NH:26][CH2:25][CH2:24]2)[C:5]([CH3:21])=[C:6]([CH:20]=1)[C:7]([NH:9][CH2:10][C:11]1[C:12](=[O:19])[NH:13][C:14]([CH3:18])=[CH:15][C:16]=1[CH3:17])=[O:8].C=O.[C:32]([BH3-])#N.[Na+]>CO>[Cl:1][C:2]1[CH:3]=[C:4]([N:22]([CH3:29])[CH:23]2[CH2:28][CH2:27][N:26]([CH3:32])[CH2:25][CH2:24]2)[C:5]([CH3:21])=[C:6]([CH:20]=1)[C:7]([NH:9][CH2:10][C:11]1[C:12](=[O:19])[NH:13][C:14]([CH3:18])=[CH:15][C:16]=1[CH3:17])=[O:8] |f:2.3|. Reported procedure: 5-Chloro-N-((4,6-dimethyl-2-oxo-1,2-dihydropyridin-3-yl)methyl)-2-methyl-3-(methyl(piperidin-4-yl)amino)benzamide (0.08 g, 0.192 mmol) was dissolved in methanol (5 mL) and cooled to 0° C., formalin (0.028 g, 0.965 mmol) was added. Resulting reaction mass was stirred at same temperature for 30 minutes. Sodium cyanoborohydride (0.023 g, 0.38 mmol) was added to above reaction mass and stirred at room temperature for 4 h. After completion, solvent were removed under reduced pressure and water was ad...